This data is from the Open Reaction Database (ORD), a public repository of structured organic reaction records. The task is: describe an organic reaction: reactants, conditions, products, and yield Starting materials: CCOC(=O)c1c(-c2ccccc2)c2cc([N+](=O)[O-])ccc2n1Cc1ccccc1, CCO, NN, [Ni]. The product is CCOC(=O)c1c(-c2ccccc2)c2cc(N)ccc2n1Cc1ccccc1. RXN SMILES: [CH2:1]([c:2]1[cH:3][cH:4][cH:5][cH:6][cH:7]1)[n:8]1[c:9]([C:26](=[O:27])[O:28][CH2:29][CH3:30])[c:10](-[c:20]2[cH:21][cH:22][cH:23][cH:24][cH:25]2)[c:11]2[cH:12][c:13]([N+:17]([O-:18])=[O:19])[cH:14][cH:15][c:16]12.[CH3:33][CH2:34][OH:35].[NH2:31][NH2:32].[Ni:36]>>[CH2:1]([c:2]1[cH:3][cH:4][cH:5][cH:6][cH:7]1)[n:8]1[c:9]([C:26](=[O:27])[O:28][CH2:29][CH3:30])[c:10](-[c:20]2[cH:21][cH:22][cH:23][cH:24][cH:25]2)[c:11]2[cH:12][c:13]([NH2:17])[cH:14][cH:15][c:16]12. Reactants: C[N+](C)(C)Cc1ccccc1, [Cl-], ClCCl, OCCOc1ccccc1, O=S(Cl)Cl. Product: ClCCOc1ccccc1. Reaction SMILES: [CH2:16]([N+:17]([CH3:18])([CH3:19])[CH3:20])[c:21]1[cH:22][cH:23][cH:24][cH:25][cH:26]1.[Cl-:15].[Cl:27][CH2:28][Cl:29].[O:1]([c:2]1[cH:3][cH:4][cH:5][cH:6][cH:7]1)[CH2:8][CH2:9][OH:10].[S:11]([Cl:12])([Cl:13])=[O:14]>>[O:1]([c:2]1[cH:3][cH:4][cH:5][cH:6][cH:7]1)[CH2:8][CH2:9][Cl:13].